This data is from the Open Reaction Database (ORD), a public repository of structured organic reaction records. The task is: describe an organic reaction: reactants, conditions, products, and yield Reactants: C(#N)C1=CC=C(O1)S(=O)(=O)N (5-cyanofuran-2-sulfonamide), C(#N)C1=CC=C(O1)S(=O)(=O)N (5-cyanofuran-2-sulfonamide), ClC1=NC(=NC(=C1)O[C@@H](COC(C1=CC=CC=C1)(C1=CC=CC=C1)C1=CC=CC=C1)C)SCC1=C(C(=CC=C1)F)F (4-chloro-2-[[(2,3-difluorophenyl)methyl]thio]-6-[(1R)-1-methyl-2-(triphenylmethoxy)ethoxy]-pyrimidine), product. Yields the product C(#N)C1=CC=C(O1)S(=O)(=O)NC1=NC(=NC(=C1)O[C@@H](COC(C1=CC=CC=C1)(C1=CC=CC=C1)C1=CC=CC=C1)C)SCC1=C(C(=CC=C1)F)F (5-cyano-N-{2-[(2,3-difluorobenzyl)thio]-6-[(1R)-1-methyl-2-(triphenylmethyloxy)ethoxy]pyrimidin-4-yl}furan-2-sulfonamide). As a reaction SMILES: [C:1]([C:3]1[O:7][C:6]([S:8]([NH2:11])(=[O:10])=[O:9])=[CH:5][CH:4]=1)#[N:2].Cl[C:13]1[CH:18]=[C:17]([O:19][C@H:20]([CH3:42])[CH2:21][O:22][C:23]([C:36]2[CH:41]=[CH:40][CH:39]=[CH:38][CH:37]=2)([C:30]2[CH:35]=[CH:34][CH:33]=[CH:32][CH:31]=2)[C:24]2[CH:29]=[CH:28][CH:27]=[CH:26][CH:25]=2)[N:16]=[C:15]([S:43][CH2:44][C:45]2[CH:50]=[CH:49][CH:48]=[C:47]([F:51])[C:46]=2[F:52])[N:14]=1>>[C:1]([C:3]1[O:7][C:6]([S:8]([NH:11][C:13]2[CH:18]=[C:17]([O:19][C@H:20]([CH3:42])[CH2:21][O:22][C:23]([C:36]3[CH:37]=[CH:38][CH:39]=[CH:40][CH:41]=3)([C:30]3[CH:35]=[CH:34][CH:33]=[CH:32][CH:31]=3)[C:24]3[CH:25]=[CH:26][CH:27]=[CH:28][CH:29]=3)[N:16]=[C:15]([S:43][CH2:44][C:45]3[CH:50]=[CH:49][CH:48]=[C:47]([F:51])[C:46]=3[F:52])[N:14]=2)(=[O:10])=[O:9])=[CH:5][CH:4]=1)#[N:2]. Reported procedure: The subtitle compound was prepared from 5-cyanofuran-2-sulfonamide (the product of step i) (0.29 g) and 4-chloro-2-[[(2,3-difluorophenyl)methyl]thio]-6-[(1R)-1-methyl-2-(triphenylmethoxy)ethoxy]-pyrimidine (the product of Example 13, step ii) (0.15 g) according to the procedure outlined in Example 1, step iv). Purification was by column chromatography on silica gel using EtOAc/isohexane (1:4 to 2:3 gradient) to give the subtitle compound as a pale yellow solid. Yield: 0.25 g Reactants: Cl.FC=1C=C(CN2N=CC(=C2)C2=CN(C3=NC=C(C=C32)C3=CC=C(C=C3)C3CCNCC3)S(=O)(=O)C3=CC=C(C)C=C3)C=CC1 (3-(1-(3-fluorobenzyl)-1H-pyrazol-4-yl)-5-(4-(piperidin-4-yl)phenyl)-1-tosyl-1H-pyrrolo[2,3-b]pyridine hydrochloride), CN1CCN(CC1)C1=CC=C(C=N1)C=1C=C2C(=NC1)N(C=C2C=2C=NN(C2)CCC2=CC=CC=C2)S(=O)(=O)C2=CC=C(C)C=C2 (5-(6-(4-methylpiperazin-1-yl)pyridin-3-yl)-3-(1-phenethyl-1H-pyrazol-4-yl)-1-tosyl-1H-pyrrolo[2,3-b]pyridine), [OH-].[Li+] (lithium hydroxide). Run in C1CCOC1.CO.O (THF methanol water). Product: CN1CCN(CC1)C1=CC=C(C=N1)C=1C=C2C(=NC1)NC=C2C=2C=NN(C2)CCC2=CC=CC=C2 (5-(6-(4-methylpiperazin-1-yl)pyridin-3-yl)-3-(1-phenethyl-1H-pyrazol-4-yl)-1H-pyrrolo[2,3-b]pyridine). Isolated yield 98.1%. RXN SMILES: Cl.FC1C=C(C=CC=1)CN1C=C(C2C3C(=NC=C(C4C=CC(C5CCNCC5)=CC=4)C=3)N(S(C3C=CC(C)=CC=3)(=O)=O)C=2)C=N1.[CH3:46][N:47]1[CH2:52][CH2:51][N:50]([C:53]2[N:58]=[CH:57][C:56]([C:59]3[CH:60]=[C:61]4[C:67]([C:68]5[CH:69]=[N:70][N:71]([CH2:73][CH2:74][C:75]6[CH:80]=[CH:79][CH:78]=[CH:77][CH:76]=6)[CH:72]=5)=[CH:66][N:65](S(C5C=CC(C)=CC=5)(=O)=O)[C:62]4=[N:63][CH:64]=3)=[CH:55][CH:54]=2)[CH2:49][CH2:48]1.[OH-].[Li+]>C1COCC1.CO.O>[CH3:46][N:47]1[CH2:48][CH2:49][N:50]([C:53]2[N:58]=[CH:57][C:56]([C:59]3[CH:60]=[C:61]4[C:67]([C:68]5[CH:69]=[N:70][N:71]([CH2:73][CH2:74][C:75]6[CH:80]=[CH:79][CH:78]=[CH:77][CH:76]=6)[CH:72]=5)=[CH:66][NH:65][C:62]4=[N:63][CH:64]=3)=[CH:55][CH:54]=2)[CH2:51][CH2:52]1 |f:0.1,3.4,5.6.7|. Procedure details: Using similar reaction conditions as described in step-iii of example-1, 5-(6-(4-methylpiperazin-1-yl)pyridin-3-yl)-3-(1-phenethyl-1H-pyrazol-4-yl)-1-tosyl-1H-pyrrolo[2,3-b]pyridine (50 mg, 0.088 mmol) was hydrolyzed with lithium hydroxide (18 mg, 0.44 mmol) in THF/methanol/water (2/2/1 mL) to yield 40 mg (98.5% yield) of the titled compound. 1H NMR (CD3OD, 300 MHz): δ 8.55-8.50 (d, 2H), 8.40 (s, 1H), 8.19-8.10 (dd, 1H), 7.89-7.84 (d, 2H), 7.68 (s, 1H), 7.24-7.21 (m, 3H), 7.15-7.11 (m, 3H), 4.50... Starting materials: [Br-].O1C(CCCC1)OC1=CC=C(C=C1)CCC[P+](C1=CC=CC=C1)(C1=CC=CC=C1)C1=CC=CC=C1 ([3-(4-[tetrahydro-2-pyranyloxy]phenyl)-1-propyl]triphenylphosphonium bromide), C(CCCC)[C@@H]1CC[C@H](CC1)C=O (trans-4-pentylcyclohexanecarboxaldehyde), O1CCCC1 (tetrahydrofuran), solid, potassium t-butylate. Run in O (water). Run at time 2 hour. The product is O1C(CCCC1)OC1=CC=C(C=C1)CCC=C[C@@H]1CC[C@H](CC1)CCCCC (1-[tetrahydro-2-pyranyloxy]-4-[4-(trans-4-pentylcyclohexyl)-3-butenyl]benzene). Isolated yield 36.5%. RXN SMILES: [Br-].[O:2]1[CH2:7][CH2:6][CH2:5][CH2:4][CH:3]1[O:8][C:9]1[CH:14]=[CH:13][C:12]([CH2:15][CH2:16][CH2:17][P+](C2C=CC=CC=2)(C2C=CC=CC=2)C2C=CC=CC=2)=[CH:11][CH:10]=1.[CH2:37]([C@H:42]1[CH2:47][CH2:46][C@H:45]([CH:48]=O)[CH2:44][CH2:43]1)[CH2:38][CH2:39][CH2:40][CH3:41].O1CCCC1>O>[O:2]1[CH2:7][CH2:6][CH2:5][CH2:4][CH:3]1[O:8][C:9]1[CH:10]=[CH:11][C:12]([CH2:15][CH2:16][CH:17]=[CH:48][C@H:45]2[CH2:46][CH2:47][C@H:42]([CH2:37][CH2:38][CH2:39][CH2:40][CH3:41])[CH2:43][CH2:44]2)=[CH:13][CH:14]=1 |f:0.1|. Reported procedure: A mixture of 4.0 g of [3-(4-[tetrahydro-2-pyranyloxy]phenyl)-1-propyl]triphenylphosphonium bromide, 1.3 g of trans-4-pentylcyclohexanecarboxaldehyde and 50 ml of absolute tetrahydrofuran was treated portionwise with 0.8 g of solid potassium t-butylate. After completion of the addition the reaction mixture was stirred for a further two hours and then poured into 500 ml of water and extracted three times with 100 ml of diethyl ether each time. The organic phases were washed twice with 500 ml of co... Reactants: ice water, COC1=CC=C(OCC(=O)[C@H]2N(CCC2)C(=O)[C@H]2N(CCC2)C(=O)NCC2=CC=CC=C2)C=C1 ((S)-2-[[(S)-2-[(p-Methoxyphenoxy)acetyl]-1-pyrrolidinyl] -carbonyl]-N-(phenylmethyl)-1-pyrrolidinecarboxamide), N1=CC=CC=C1 (pyridine), [N+](=O)([O-])[O-].[Ce].[NH4+] (ammonium cerium nitrate). The solvent is C(C)#N (acetonitrile), O (water). Run at time 30 minute. Product: OCC(=O)[C@H]1N(CCC1)C(=O)[C@H]1N(CCC1)C(=O)NCC1=CC=CC=C1 ((S)-2-[[(S)-2-(Hydroxyacetyl)-1-pyrrolidinyl]carbonyl]-N-(phenylmethyl)-1-pyrrolidinecarboxamide). Isolated yield 52.6%. Reaction SMILES: COC1C=CC([O:7][CH2:8][C:9]([C@@H:11]2[CH2:15][CH2:14][CH2:13][N:12]2[C:16]([C@@H:18]2[CH2:22][CH2:21][CH2:20][N:19]2[C:23]([NH:25][CH2:26][C:27]2[CH:32]=[CH:31][CH:30]=[CH:29][CH:28]=2)=[O:24])=[O:17])=[O:10])=CC=1.N1C=CC=CC=1.[N+]([O-])([O-])=O.[Ce].[NH4+]>C(#N)C.O>[OH:7][CH2:8][C:9]([C@@H:11]1[CH2:15][CH2:14][CH2:13][N:12]1[C:16]([C@@H:18]1[CH2:22][CH2:21][CH2:20][N:19]1[C:23]([NH:25][CH2:26][C:27]1[CH:32]=[CH:31][CH:30]=[CH:29][CH:28]=1)=[O:24])=[O:17])=[O:10] |f:2.3.4|. Procedure details: (S)-2-[[(S)-2-[(p-Methoxyphenoxy)acetyl]-1-pyrrolidinyl] -carbonyl]-N-(phenylmethyl)-1-pyrrolidinecarboxamide (500 mg) was dissolved in acetonitrile (8 ml) and water (2 ml), and thereto were added pyridine (0.22 ml) and ammonium cerium nitrate (1.47 g). The mixture was stirred at room temperature for 30 minutes. The mixture was poured into ice water and extracted with methylene chloride. The extract was dried over anhydrous sodium sulfate, and concentrated under reduced pressure. The residue was... The reactants are C(CC(O)(C(=O)O)CC(=O)O)(=O)O (citric acid), Cl.CN(CCCN=C=NCC)C (3-(3-dimethylaminopropyl)-1-ethylcarbodiimide hydrochloride), CN1CCOCC1 (N-methylmorpholine), product, ClC1=CC=C(C=C1)C=1SC(=C(N1)C)C(=O)O (2-(4-chlorophenyl)-4-methylthiazole-5-carboxylic acid), O.ON1N=NC2=C1C=CC=C2 (1-hydroxybenzotriazole monohydrate), CN(C=O)C (N,N-dimethylformamide). Conditions: time 6 hour. Yields the product ClC1=CC=C(C=C1)C=1SC(=C(N1)C)C(=O)NC1CN(CCC1)C=1C=C(C(=O)OC)C=CC1 (Methyl 3-[3-[[2-(4-chlorophenyl)-4-methylthiazol-5-yl]carbonylamino]piperidin-1-yl]benzoate). Reaction SMILES: [Cl:1][C:2]1[CH:7]=[CH:6][C:5]([C:8]2[S:9][C:10]([C:14]([OH:16])=O)=[C:11]([CH3:13])[N:12]=2)=[CH:4][CH:3]=1.O.O[N:19]1[C:23]2[CH:24]=[CH:25][CH:26]=[CH:27][C:22]=2N=N1.Cl.C[N:30](C)CCCN=C=NCC.CN1CC[O:44][CH2:43]C1.[C:47](O)(=O)[CH2:48][C:49]([CH2:54][C:55](O)=O)(C(O)=O)O.CN(C)[CH:62]=[O:63]>>[Cl:1][C:2]1[CH:3]=[CH:4][C:5]([C:8]2[S:9][C:10]([C:14]([NH:30][CH:54]3[CH2:49][CH2:48][CH2:47][N:19]([C:23]4[CH:22]=[C:27]([CH:26]=[CH:25][CH:24]=4)[C:43]([O:63][CH3:62])=[O:44])[CH2:55]3)=[O:16])=[C:11]([CH3:13])[N:12]=2)=[CH:6][CH:7]=1 |f:1.2,3.4|. Reported procedure: Methyl 3-[3-(tert-butoxycarbonylamino)piperidin-1-yl]benzoate (154 mg, 0.461 mmol) was dissolved in a 10% hydrogen chloride/methanol solution (10 mL) and the solution was stirred at room temperature for 1 hour. Concentration of the reaction mixture resulted in 135 mg of a brown amorphous product. This product (118 mg), along with 2-(4-chlorophenyl)-4-methylthiazole-5-carboxylic acid (111 mg, 0.436 mmol) and 1-hydroxybenzotriazole monohydrate (80.1 mg, 0.523 mmol), was dissolved in N,N-dimethylfo... The solvent is C(C)(=O)O (acetic acid), C(C)O (ethanol). Reagents/catalysts: [Fe] (iron). Reported procedure: Dissolve 3-bromo-5-ethylnitrobenzene (6.21g, 27mmol) in acetic acid (40mL) and ethanol (30mL) and treat with iron powder (2.7g). Reflux for 3 hours, filter through Celite and evaporate the solvent in vacuo. Purify by silica gel chromatography to give 3-bromo-5-ethylaniline. Reactants: BrC=1C=C(C=C(C1)CC)[N+](=O)[O-] (3-bromo-5-ethylnitrobenzene). Reaction SMILES: [Br:1][C:2]1[CH:3]=[C:4]([N+:10]([O-])=O)[CH:5]=[C:6]([CH2:8][CH3:9])[CH:7]=1>C(O)(=O)C.C(O)C.[Fe]>[Br:1][C:2]1[CH:3]=[C:4]([CH:5]=[C:6]([CH2:8][CH3:9])[CH:7]=1)[NH2:10]. Yields the product BrC=1C=C(N)C=C(C1)CC (3-bromo-5-ethylaniline). Starting materials: BrCc1ccccc1, CS(C)=O, Cc1nc(N(C)C)ncc1O, [K+], [OH-], O. The product is Cc1nc(N(C)C)ncc1OCc1ccccc1. Reaction SMILES: [CH2:18]([c:19]1[cH:20][cH:21][cH:22][cH:23][cH:24]1)[Br:25].[CH3:3][S:4]([CH3:5])=[O:6].[CH3:7][N:8]([c:9]1[n:10][cH:11][c:12]([OH:16])[c:13]([CH3:15])[n:14]1)[CH3:17].[K+:2].[OH-:1].[OH2:26]>>[CH3:7][N:8]([c:9]1[n:10][cH:11][c:12]([O:16][CH2:18][c:19]2[cH:20][cH:21][cH:22][cH:23][cH:24]2)[c:13]([CH3:15])[n:14]1)[CH3:17]. Reactants: CCOC(=O)C1(c2ccc(-c3ccc(-c4onc(C)c4Br)cc3)cc2)CC1, [Li]CCCC, C1CCOC1, CC(C)(CC=O)Cc1ccccc1. Yields the product CCOC(=O)C1(c2ccc(-c3ccc(-c4onc(C)c4C(O)CC(C)(C)Cc4ccccc4)cc3)cc2)CC1. As a reaction SMILES: [CH2:1]([CH3:2])[O:3][C:4](=[O:5])[C:6]1([c:9]2[cH:10][cH:11][c:12](-[c:15]3[cH:16][cH:17][c:18](-[c:21]4[c:22]([Br:27])[c:23]([CH3:26])[n:24][o:25]4)[cH:19][cH:20]3)[cH:13][cH:14]2)[CH2:7][CH2:8]1.[CH2:28]([Li:29])[CH2:30][CH2:31][CH3:32].[CH2:46]1[O:47][CH2:48][CH2:49][CH2:50]1.[CH3:33][C:34]([CH2:35][CH:36]=[O:37])([CH2:38][c:39]1[cH:40][cH:41][cH:42][cH:43][cH:44]1)[CH3:45]>>[CH2:1]([CH3:2])[O:3][C:4](=[O:5])[C:6]1([c:9]2[cH:10][cH:11][c:12](-[c:15]3[cH:16][cH:17][c:18](-[c:21]4[c:22]([CH:36]([CH2:35][C:34]([CH3:33])([CH2:38][c:39]5[cH:40][cH:41][cH:42][cH:43][cH:44]5)[CH3:45])[OH:37])[c:23]([CH3:26])[n:24][o:25]4)[cH:19][cH:20]3)[cH:13][cH:14]2)[CH2:7][CH2:8]1. The reactants are C([O-])([O-])=O.[K+].[K+] (potassium carbonate), C(C)#N (acetonitrile), FC(C(C(OC(C(OC(COCCCCCBr)(F)F)(F)F)(F)F)(F)F)(F)F)(C(F)(F)F)F (5-(2-(2 -(nonafluorobutoxy)tetrafluoroethoxy)-2,2 -difluoroethoxy)-l-bromopentane), C(CCCCCCCCC)C=1C=NC(=NC1)C1=CC=C(C=C1)O (5 -decyl-2-(4-hydroxyphenyl)pyrimidine). Run in CN(C=O)C (dimethyl formamide). Yields the product C(CCCCCCCCC)C=1C=NC(=NC1)C1=CC=C(C=C1)OCCCCCOCC(F)(F)OC(C(OC(C(C(C(F)(F)F)(F)F)(F)F)(F)F)(F)F)(F)F (5-Decyl-2-[4-(5-(2-(2 -(nonafluorobutoxy)tetrafluoroethoxy)-2,2 -difluoroethoxy)pentyloxy)phenyl]pyrimidine), crude product. Reaction SMILES: [F:1][C:2]([F:32])([C:28]([F:31])([F:30])[F:29])[C:3]([F:27])([F:26])[C:4]([F:25])([F:24])[O:5][C:6]([F:23])([F:22])[C:7]([F:21])([F:20])[O:8][C:9]([F:19])([F:18])[CH2:10][O:11][CH2:12][CH2:13][CH2:14][CH2:15][CH2:16]Br.[CH2:33]([C:43]1[CH:44]=[N:45][C:46]([C:49]2[CH:54]=[CH:53][C:52]([OH:55])=[CH:51][CH:50]=2)=[N:47][CH:48]=1)[CH2:34][CH2:35][CH2:36][CH2:37][CH2:38][CH2:39][CH2:40][CH2:41][CH3:42].C(=O)([O-])[O-].[K+].[K+].C(#N)C>CN(C)C=O>[CH2:33]([C:43]1[CH:44]=[N:45][C:46]([C:49]2[CH:50]=[CH:51][C:52]([O:55][CH2:16][CH2:15][CH2:14][CH2:13][CH2:12][O:11][CH2:10][C:9]([O:8][C:7]([F:21])([F:20])[C:6]([F:23])([F:22])[O:5][C:4]([F:25])([F:24])[C:3]([F:27])([F:26])[C:2]([F:32])([F:1])[C:28]([F:31])([F:30])[F:29])([F:19])[F:18])=[CH:53][CH:54]=2)=[N:47][CH:48]=1)[CH2:34][CH2:35][CH2:36][CH2:37][CH2:38][CH2:39][CH2:40][CH2:41][CH3:42] |f:2.3.4|. Reported procedure: Using essentially the procedure of Comparative Example A, the title compound was prepared by combining 5-(2-(2 -(nonafluorobutoxy)tetrafluoroethoxy)-2,2 -difluoroethoxy)-l-bromopentane (4.4 g, 7.6 mmol), 5 -decyl-2-(4-hydroxyphenyl)pyrimidine (2.0 g, 6.4 mmol), potassium carbonate (0.5 g, 10 mmol), acetonitrile (20 mL), and dimethyl formamide (20 mL). The resulting crude product was isolated and purified essentially as in Comparative Example A to yield 4.98 g.